The task is: describe an organic reaction: reactants, conditions, products, and yield. This data is from the Open Reaction Database (ORD), a public repository of structured organic reaction records. The reactants are CO, Fc1ccccc1C1=NCC(=S)Nc2ccc(I)cc21, N, C1CCOC1. Product: NC1=Nc2ccc(I)cc2C(c2ccccc2F)=NC1. As a reaction SMILES: [CH3:22][OH:23].[F:2][c:3]1[c:4]([C:9]2=[N:10][CH2:11][C:12](=[S:21])[NH:13][c:14]3[c:15]2[cH:16][c:17]([I:20])[cH:18][cH:19]3)[cH:5][cH:6][cH:7][cH:8]1.[NH3:1].[O:24]1[CH2:25][CH2:26][CH2:27][CH2:28]1>>[NH2:1][C:12]1=[N:13][c:14]2[c:15]([cH:16][c:17]([I:20])[cH:18][cH:19]2)[C:9]([c:4]2[c:3]([F:2])[cH:8][cH:7][cH:6][cH:5]2)=[N:10][CH2:11]1. Reactants: CC1=CN(C2=CC=C(C=C12)O)N(C1=CC=NC=C1)CCC (3-methyl-1-(propyl-4-pyridinylamino)-1H-indol-5-ol), C(=O)([O-])[O-].[K+].[K+] (K2CO3), C(CCC)N=C=O (butyl isocyanate). The solvent is O1CCCC1 (tetrahydrofuran). Run at time 2 hour. Product: C(CCC)NC(OC=1C=C2C(=CN(C2=CC1)N(C1=CC=NC=C1)CCC)C)=O (3-Methyl-1-(propyl-4-pyridinylamino)-1H-indol-5-yl butylcarbamate). RXN SMILES: [CH3:1][C:2]1[C:10]2[C:5](=[CH:6][CH:7]=[C:8]([OH:11])[CH:9]=2)[N:4]([N:12]([CH2:19][CH2:20][CH3:21])[C:13]2[CH:18]=[CH:17][N:16]=[CH:15][CH:14]=2)[CH:3]=1.C([O-])([O-])=O.[K+].[K+].[CH2:28]([N:32]=[C:33]=[O:34])[CH2:29][CH2:30][CH3:31]>O1CCCC1>[CH2:28]([NH:32][C:33](=[O:34])[O:11][C:8]1[CH:9]=[C:10]2[C:5](=[CH:6][CH:7]=1)[N:4]([N:12]([CH2:19][CH2:20][CH3:21])[C:13]1[CH:18]=[CH:17][N:16]=[CH:15][CH:14]=1)[CH:3]=[C:2]2[CH3:1])[CH2:29][CH2:30][CH3:31] |f:1.2.3|. Procedure: To a stirred solution consisting of 3-methyl-1-(propyl-4-pyridinylamino)-1H-indol-5-ol (2.11 g) and tetrahydrofuran (50 ml) was added milled K2CO3 (1.09 g), followed by dropwise addition of butyl isocyanate (0.93 ml) at room temperature under nitrogen. Stirring was continued for 2.0 hours at which time the reaction mixture was filtered through a pad of celite and the solids washed with EtOAc. Concentration afforded the crude product. Purification via flash column chromatography (silica gel, 2% E... The reactants are C1CCOC1, Cc1cn(CC(O)c2nccs2)cn1, COC(=O)c1cc(O)ccc1CCc1ccc(F)cc1, CCOC(=O)N=NC(=O)OCC, c1ccc(P(c2ccccc2)c2ccccc2)cc1. Yields the product COC(=O)c1cc(OC(Cn2cnc(C)c2)c2nccs2)ccc1CCc1ccc(F)cc1. As a reaction SMILES: [CH2:66]1[O:67][CH2:68][CH2:69][CH2:70]1.[CH3:1][c:2]1[n:3][cH:4][n:5]([CH2:7][CH:8]([OH:9])[c:10]2[s:11][cH:12][cH:13][n:14]2)[cH:6]1.[F:15][c:16]1[cH:17][cH:18][c:19]([CH2:20][CH2:21][c:22]2[c:23]([C:24](=[O:25])[O:26][CH3:27])[cH:28][c:29]([OH:32])[cH:30][cH:31]2)[cH:33][cH:34]1.[O:54]=[C:55]([O:56][CH2:57][CH3:58])[N:59]=[N:60][C:61]([O:62][CH2:63][CH3:64])=[O:65].[c:35]1([P:36]([c:37]2[cH:38][cH:39][cH:40][cH:41][cH:42]2)[c:43]2[cH:44][cH:45][cH:46][cH:47][cH:48]2)[cH:49][cH:50][cH:51][cH:52][cH:53]1>>[CH3:1][c:2]1[n:3][cH:4][n:5]([CH2:7][CH:8]([O:9][c:29]2[cH:28][c:23]([C:24](=[O:25])[O:26][CH3:27])[c:22]([CH2:21][CH2:20][c:19]3[cH:18][cH:17][c:16]([F:15])[cH:34][cH:33]3)[cH:31][cH:30]2)[c:10]2[s:11][cH:12][cH:13][n:14]2)[cH:6]1. The reactants are BrB(Br)Br, CCOC(=O)c1sc(OCCCc2cccc(OC)c2)nc1C, ClCCl, O. The product is CCOC(=O)c1sc(OCCCc2cccc(O)c2)nc1C. Reaction SMILES: [B:24]([Br:25])([Br:26])[Br:27].[CH2:1]([CH3:2])[O:3][C:4](=[O:5])[c:6]1[c:7]([CH3:23])[n:8][c:9]([O:11][CH2:12][CH2:13][CH2:14][c:15]2[cH:16][c:17]([O:21][CH3:22])[cH:18][cH:19][cH:20]2)[s:10]1.[CH2:29]([Cl:30])[Cl:31].[OH2:28]>>[CH2:1]([CH3:2])[O:3][C:4](=[O:5])[c:6]1[c:7]([CH3:23])[n:8][c:9]([O:11][CH2:12][CH2:13][CH2:14][c:15]2[cH:16][c:17]([OH:21])[cH:18][cH:19][cH:20]2)[s:10]1. The reactants are O1CC(CC2=CC=CC=C12)COS(=O)(=O)C1=CC=C(C=C1)C (Toluene-4-sulfonic acid Chroman-3-ylmethyl ester), [C-]#N.[Na+] (NaCN). Run in CN(C)C=O (DMF). Product: O1CC(CC2=CC=CC=C12)CC#N (Chroman-3-yl-acetonitrile). The yield is 126.4%. RXN SMILES: [O:1]1[C:10]2[C:5](=[CH:6][CH:7]=[CH:8][CH:9]=2)[CH2:4][CH:3]([CH2:11]OS(C2C=CC(C)=CC=2)(=O)=O)[CH2:2]1.[C-:23]#[N:24].[Na+]>CN(C=O)C>[O:1]1[C:10]2[C:5](=[CH:6][CH:7]=[CH:8][CH:9]=2)[CH2:4][CH:3]([CH2:11][C:23]#[N:24])[CH2:2]1 |f:1.2|. Reported procedure: Compound 18B (1.25 g), NaCN (0.15 g) in 25 mL of DMF, were heated to 60° C. for 12 h. The solvent was removed, the reaction mixture was mixed with water (125 mL) and ether (125 mL). The ether layer was separated, washed with water, brine, dried (MgSO4), concentrated to afford compound 18C (0.67 g). mp 54-55.5° C.; MS: 174 (M+1)+. Preparation of 3-Cyanomethyl-chroman-6-sulfonyl chloride (Compound 18D) Reactants: FCC(C(C(OC1=CC=C(C=C1)Cl)Br)=O)(C)CF (3,3-bis-fluoromethyl-1-bromo-1-(4-chlorophenoxy)-butan-2-one), N1C=NC=C1 (imidazole), O.O.O.O.C1(=CC=CC=2C(=CC=CC12)S(=O)(=O)O)S(=O)(=O)O (1,5-naphthalenedisulphonic acid tetrahydrate). The solvent is C(C)#N (acetonitrile). Product: FCC(C(C(N1C=NC=C1)OC1=CC=C(C=C1)Cl)=O)(C)CF (3,3-bis-fluoromethyl-1-(4-chlorophenoxy)-1-(imidazol-1-yl)-butan-2-one). Yield: 23.7%. As a reaction SMILES: [F:1][CH2:2][C:3]([CH2:17][F:18])([CH3:16])[C:4](=[O:15])[CH:5](Br)[O:6][C:7]1[CH:12]=[CH:11][C:10]([Cl:13])=[CH:9][CH:8]=1.[NH:19]1[CH:23]=[CH:22][N:21]=[CH:20]1.O.O.O.O.C1(S(O)(=O)=O)C2C=CC=C(S(O)(=O)=O)C=2C=CC=1>C(#N)C>[F:1][CH2:2][C:3]([CH2:17][F:18])([CH3:16])[C:4](=[O:15])[CH:5]([O:6][C:7]1[CH:12]=[CH:11][C:10]([Cl:13])=[CH:9][CH:8]=1)[N:19]1[CH:23]=[CH:22][N:21]=[CH:20]1 |f:2.3.4.5.6|. Procedure: 61.5 g (0.18 mol) of 3,3-bis-fluoromethyl-1-bromo-1-(4-chlorophenoxy)-butan-2-one were stirred with 27.2 g (0.4 mol) of imidazole in 500 ml of acetonitrile at 45° C. for 4 hours. The solvent was distilled off under a waterpump vacuum, the oil which remained was taken up in 500 ml of methylene chloride, the organic phase was washed twice with 1,000 ml of water and dried over sodium sulphate and the solvent was distilled off. The oil was taken up in acetone, 36 g (0.1 mol) of 1,5-naphthalenedisulp... Reactants: BrC1=NC=C(C=C1)O[Si](C(C)C)(C(C)C)C(C)C (2-bromo-5-(triisopropylsilyloxy)pyridine), C(CCC)[Li] (n-butyllithium), BrC1=C(C=CC(=C1)OCOC)CC(C)=O (1-(2-bromo-4-(methoxymethoxy)phenyl)propan-2-one), [Cl-].[NH4+] (ammonium chloride). The solvent is CCOCC (ether), C(C)OCC (diethylether). Reaction conditions: time 10 minute. The product is BrC1=C(C=CC(=C1)OCOC)CC(C)(O)C1=NC=C(C=C1)O[Si](C(C)C)(C(C)C)C(C)C (1-(2-Bromo-4-(methoxymethoxy)phenyl)-2-(5-(triisopropylsilyloxy)pyridin-2-yl)propan-2-ol). The yield is 45.4%. RXN SMILES: Br[C:2]1[CH:7]=[CH:6][C:5]([O:8][Si:9]([CH:16]([CH3:18])[CH3:17])([CH:13]([CH3:15])[CH3:14])[CH:10]([CH3:12])[CH3:11])=[CH:4][N:3]=1.C([Li])CCC.[Br:24][C:25]1[CH:30]=[C:29]([O:31][CH2:32][O:33][CH3:34])[CH:28]=[CH:27][C:26]=1[CH2:35][C:36](=[O:38])[CH3:37].[Cl-].[NH4+]>CCOCC>[Br:24][C:25]1[CH:30]=[C:29]([O:31][CH2:32][O:33][CH3:34])[CH:28]=[CH:27][C:26]=1[CH2:35][C:36]([C:2]1[CH:7]=[CH:6][C:5]([O:8][Si:9]([CH:16]([CH3:18])[CH3:17])([CH:13]([CH3:15])[CH3:14])[CH:10]([CH3:12])[CH3:11])=[CH:4][N:3]=1)([OH:38])[CH3:37] |f:3.4|. Procedure: To a solution of 2-bromo-5-(triisopropylsilyloxy)pyridine (26.6 g) in ether (80 mL) at −78° C. was added n-butyllithium (2.5 M in hexane, 32.2 mL) dropwise. After being stirred at the same temperature for 10 min, a solution of 1-(2-bromo-4-(methoxymethoxy)phenyl)propan-2-one (11 g) in diethylether (40 mL) was added dropwise. The mixture was stirred at −78° C. for 5 hr, and poured into iced saturated ammonium chloride and extracted with ethyl acetate. The combined organic layer was washed with br... The solvent is C(C)(=O)OCC (ethyl acetate). Reactants: C(C1=CC=CC=C1)(=O)OC1=CC=C(C=C1)CC(C)NCC(O)C=1OC2=C(C1)C=CC=C2 (N-[2-(4-Benzoyloxyphenyl)-1-methylethyl]-2-(2-benzofuranyl)-2-hydroxyethanamine), [H][H] (hydrogen). Procedure details: N-[2-(4-Benzoyloxyphenyl)-1-methylethyl]-2-(2-benzofuranyl)-2-hydroxyethanamine (2 g) in ethyl acetate (150 ml) was hydrogenated over 5% palladium on charcoal at atmospheric pressure. After uptake of hydrogen had ceased the mixture was filtered and the filtrate evaporated to dryness. Chromatography of the residual oil on Kieselgel 60 (5% methanol in dichloromethane) gave the title compound, m.p. 135°-8°, (EtOAc-ether), as a 94:6 mixture of diastereoisomers. The reagents and catalysts are [Pd] (palladium on charcoal). Reaction SMILES: C([O:9][C:10]1[CH:15]=[CH:14][C:13]([CH2:16][CH:17]([NH:19][CH2:20][CH:21]([C:23]2[O:24][C:25]3[CH:31]=[CH:30][CH:29]=[CH:28][C:26]=3[CH:27]=2)[OH:22])[CH3:18])=[CH:12][CH:11]=1)(=O)C1C=CC=CC=1.[H][H]>C(OCC)(=O)C.[Pd]>[OH:9][C:10]1[CH:11]=[CH:12][C:13]([CH2:16][CH:17]([NH:19][CH2:20][CH:21]([C:23]2[O:24][C:25]3[CH:31]=[CH:30][CH:29]=[CH:28][C:26]=3[CH:27]=2)[OH:22])[CH3:18])=[CH:14][CH:15]=1. The product is OC1=CC=C(C=C1)CC(C)NCC(O)C=1OC2=C(C1)C=CC=C2 (N-[2-(4-Hydroxyphenyl)-1-methylethyl]-2-(2-benzofuranyl)-2-hydroxyethanamine), EtOAc-ether.